This data is from the Open Reaction Database (ORD), a public repository of structured organic reaction records. The task is: describe an organic reaction: reactants, conditions, products, and yield Reactants: C[O-], CO, Clc1ccc2cc(Br)ccc2n1, [Na+]. Yields the product COc1ccc2cc(Br)ccc2n1. Reaction SMILES: [CH3:13][O-:14].[CH3:16][OH:17].[Cl:1][c:2]1[n:3][c:4]2[cH:5][cH:6][c:7]([Br:12])[cH:8][c:9]2[cH:10][cH:11]1.[Na+:15]>>[c:2]1([O:14][CH3:13])[n:3][c:4]2[cH:5][cH:6][c:7]([Br:12])[cH:8][c:9]2[cH:10][cH:11]1. The reactants are C(C)(=O)O (acetic acid), C(C)(C)OC(=O)C=1N=CC=2N(C3=CC=C(C=C3C2C1COC)OC1=NC=CC2=CC=CC=C12)S(=O)(=O)C1=CC=C(C)C=C1 (6-(1-isoquinolyloxy)-4-methoxymethyl-9-tosyl-β-carboline-3-carboxylic acid isopropyl ester), C1(=CC=CC=C1)[Li] (phenyllithium). The solvent is O1CCCC1 (tetrahydrofuran), C1=CC=CC=C1 (benzene). Conditions: time 1 hour. Product: C1(=NC=CC2=CC=CC=C12)OC=1C=C2C=3C(=C(N=CC3NC2=CC1)C(C1=CC=CC=C1)=O)COC (6-(1-isoquinolyloxy)-4-methoxymethyl-3-benzoyl-β-carboline). RXN SMILES: C(O[C:5]([C:7]1[N:8]=[CH:9][C:10]2[N:11](S(C3C=CC(C)=CC=3)(=O)=O)[C:12]3[C:17]([C:18]=2[C:19]=1[CH2:20][O:21][CH3:22])=[CH:16][C:15]([O:23][C:24]1[C:33]2[C:28](=[CH:29][CH:30]=[CH:31][CH:32]=2)[CH:27]=[CH:26][N:25]=1)=[CH:14][CH:13]=3)=[O:6])(C)C.[C:44]1([Li])[CH:49]=[CH:48][CH:47]=[CH:46][CH:45]=1.C(O)(=O)C>O1CCCC1.C1C=CC=CC=1>[C:24]1([O:23][C:15]2[CH:16]=[C:17]3[C:12](=[CH:13][CH:14]=2)[NH:11][C:10]2[CH:9]=[N:8][C:7]([C:5](=[O:6])[C:44]4[CH:49]=[CH:48][CH:47]=[CH:46][CH:45]=4)=[C:19]([CH2:20][O:21][CH3:22])[C:18]3=2)[C:33]2[C:28](=[CH:29][CH:30]=[CH:31][CH:32]=2)[CH:27]=[CH:26][N:25]=1. Procedure: 476 mg of 6-(1-isoquinolyloxy)-4-methoxymethyl-9-tosyl-β-carboline-3-carboxylic acid isopropyl ester is mixed in 10 ml of tetrahydrofuran under argon at -60° C. with 0.79 ml of a 0.9 m solution of phenyllithium in benzene. After 1 hour at -60° C., it is stirred for 16 hours at room temperature. The batch is acidified with glacial acetic acid and concentrated by evaporation. The residue is dispersed in ethyl acetate/water and the organic phase is washed, dried, filtered and concentrated by evapor... Reactants: CCOC(=O)CSc1cnc(NC(=O)N(CC2CCCC2)c2cccc(C(N)=O)c2)s1, CCOC(=O)CSc1cnc(N)s1, CS(=O)(=O)c1ccc(N(CC2CCCC2)C(=O)Nc2nc(CC(=O)O)cs2)cc1, NC(=O)c1cccc(NCC2CCCC2)c1. Yields the product NC(=O)c1cccc(N(CC2CCCC2)C(=O)Nc2ncc(SCC(=O)O)s2)c1. As a reaction SMILES: [CH2:1]([CH3:2])[O:3][C:4]([CH2:5][S:6][c:7]1[cH:8][n:9][c:10]([NH:12][C:13](=[O:14])[N:15]([c:16]2[cH:17][c:18]([C:22]([NH2:23])=[O:24])[cH:19][cH:20][cH:21]2)[CH2:25][CH:26]2[CH2:27][CH2:28][CH2:29][CH2:30]2)[s:11]1)=[O:31].[CH2:77]([O:78][C:79](=[O:80])[CH2:81][S:82][c:83]1[s:84][c:85]([NH2:86])[n:87][cH:88]1)[CH3:89].[CH:32]1([CH2:33][N:34]([c:35]2[cH:36][cH:37][c:38]([S:39]([CH3:40])(=[O:41])=[O:42])[cH:43][cH:44]2)[C:45](=[O:46])[NH:47][c:48]2[s:49][cH:50][c:51]([CH2:52][C:53]([OH:54])=[O:55])[n:56]2)[CH2:57][CH2:58][CH2:59][CH2:60]1.[CH:61]1([CH2:62][NH:63][c:64]2[cH:65][c:66]([C:70]([NH2:71])=[O:72])[cH:67][cH:68][cH:69]2)[CH2:73][CH2:74][CH2:75][CH2:76]1>>[O:3]=[C:4]([CH2:5][S:6][c:7]1[cH:8][n:9][c:10]([NH:12][C:13](=[O:14])[N:15]([c:16]2[cH:17][c:18]([C:22]([NH2:23])=[O:24])[cH:19][cH:20][cH:21]2)[CH2:25][CH:26]2[CH2:27][CH2:28][CH2:29][CH2:30]2)[s:11]1)[OH:31]. Starting materials: O (water), [H-].[Na+] (NaH), ClC1=C(C(=NC=C1)OC)C1=NC=2C(=CC=3C(NC(C3C2)=O)=O)N1 (2-(4-chloro-2-methoxypyridin-3-yl)imidazo[4,5-f]isoindole-5,7(1H,6H)-dione), CI (MeI). Solvent: CN(C)C=O (DMF). Run at time 3 hour. The product is ClC1=C(C(=NC=C1)OC)C1=NC=2C(=CC=3C(NC(C3C2)=O)=O)N1C (2-(4-Chloro-2-methoxypyridin-3-yl)-1-methylimidazo[4,5-f]isoindole-5,7(1H,6H)-dione). Yield: 65.4%. Reaction SMILES: [H-].[Na+].[Cl:3][C:4]1[CH:9]=[CH:8][N:7]=[C:6]([O:10][CH3:11])[C:5]=1[C:12]1[NH:25][C:15]2=[CH:16][C:17]3[C:18](=[O:24])[NH:19][C:20](=[O:23])[C:21]=3[CH:22]=[C:14]2[N:13]=1.[CH3:26]I.O>CN(C=O)C>[Cl:3][C:4]1[CH:9]=[CH:8][N:7]=[C:6]([O:10][CH3:11])[C:5]=1[C:12]1[N:13]([CH3:26])[C:14]2=[CH:22][C:21]3[C:20](=[O:23])[NH:19][C:18](=[O:24])[C:17]=3[CH:16]=[C:15]2[N:25]=1 |f:0.1|. Reported procedure: NaH (0.12 g, 3.04 mmol) was added in portions to a solution of 2-(4-chloro-2-methoxypyridin-3-yl)imidazo[4,5-f]isoindole-5,7(1H,6H)-dione (1.0 g, 3.04 mmol) in 30 mL of anhydrous DMF at 0° C. under argon. The reaction mixture was then stirred at rt for 3 h. MeI (2.16 g, 15.2 mmol) was added dropwise via a syringe at rt under argon. The resulted mixture was stirred for 6 h at rt, hydrolyzed by adding 100 mL of water. The brown precipitate was isolated, washed with water and dried under vacuum. Th...